The task is: describe an organic reaction: reactants, conditions, products, and yield. This data is from the Open Reaction Database (ORD), a public repository of structured organic reaction records. Reactants: Cn1cc(Br)nc(Br)c1=O, CC(C)(C)OC(=O)N1CCN(c2ccc(N)cc2)CC1. Product: Cn1cc(Br)nc(Nc2ccc(N3CCN(C(=O)OC(C)(C)C)CC3)cc2)c1=O. Reaction SMILES: [Br:21][c:22]1[c:23](=[O:30])[n:24]([CH3:29])[cH:25][c:26]([Br:28])[n:27]1.[NH2:1][c:2]1[cH:3][cH:4][c:5]([N:8]2[CH2:9][CH2:10][N:11]([C:14](=[O:15])[O:16][C:17]([CH3:18])([CH3:19])[CH3:20])[CH2:12][CH2:13]2)[cH:6][cH:7]1>>[NH:1]([c:2]1[cH:3][cH:4][c:5]([N:8]2[CH2:9][CH2:10][N:11]([C:14](=[O:15])[O:16][C:17]([CH3:18])([CH3:19])[CH3:20])[CH2:12][CH2:13]2)[cH:6][cH:7]1)[c:22]1[c:23](=[O:30])[n:24]([CH3:29])[cH:25][c:26]([Br:28])[n:27]1. The yield is 48.0%. RXN SMILES: [CH3:1][O:2][C:3]1[CH:4]=[C:5]([OH:18])[CH:6]=[CH:7][C:8]=1B1OC(C)(C)C(C)(C)O1.Cl[C:20]1[N:25]=[N:24][C:23]([N:26]([CH3:37])[CH:27]2[CH2:32][C:31]([CH3:34])([CH3:33])[NH:30][C:29]([CH3:36])([CH3:35])[CH2:28]2)=[CH:22][CH:21]=1.C([O-])(O)=O.[Na+].O1CCOCC1>[Pd].C1(P(C2C=CC=CC=2)C2C=CC=CC=2)C=CC=CC=1.C1(P(C2C=CC=CC=2)C2C=CC=CC=2)C=CC=CC=1.C1(P(C2C=CC=CC=2)C2C=CC=CC=2)C=CC=CC=1.C1(P(C2C=CC=CC=2)C2C=CC=CC=2)C=CC=CC=1.O>[CH3:1][O:2][C:3]1[CH:4]=[C:5]([OH:18])[CH:6]=[CH:7][C:8]=1[C:20]1[N:25]=[N:24][C:23]([N:26]([CH3:37])[CH:27]2[CH2:32][C:31]([CH3:33])([CH3:34])[NH:30][C:29]([CH3:36])([CH3:35])[CH2:28]2)=[CH:22][CH:21]=1 |f:2.3,5.6.7.8.9|. The reagents and catalysts are [Pd].C1(=CC=CC=C1)P(C1=CC=CC=C1)C1=CC=CC=C1.C1(=CC=CC=C1)P(C1=CC=CC=C1)C1=CC=CC=C1.C1(=CC=CC=C1)P(C1=CC=CC=C1)C1=CC=CC=C1.C1(=CC=CC=C1)P(C1=CC=CC=C1)C1=CC=CC=C1 (tetrakis(triphenylphosphine) palladium(0)). Reactants: COC=1C=C(C=CC1B1OC(C(O1)(C)C)(C)C)O (3-methoxy-4-(4,4,5,5-tetramethyl-1,3,2-dioxaborolan-2-yl)phenol), ClC1=CC=C(N=N1)N(C1CC(NC(C1)(C)C)(C)C)C (6-chloro-N-methyl-N-(2,2,6,6-tetramethylpiperidin-4-yl)pyridazin-3-amine), ClC1=CC=C(N=N1)N(C1CC(NC(C1)(C)C)(C)C)C (6-chloro-N-methyl-N-(2,2,6,6-tetramethylpiperidin-4-yl)pyridazin-3-amine), C(=O)(O)[O-].[Na+] (NaHCO3), O1CCOCC1 (Dioxane). The product is COC=1C=C(C=CC1C=1N=NC(=CC1)N(C1CC(NC(C1)(C)C)(C)C)C)O (3-methoxy-4-(6-(methyl(2,2,6,6-tetramethylpiperidin-4-yl)amino)pyridazin-3-yl)phenol). The solvent is O (water). Conditions: temperature 110 celsius. Procedure: To a 25 mL microwave vial was added 3-methoxy-4-(4,4,5,5-tetramethyl-1,3,2-dioxaborolan-2-yl)phenol (2.90 g, 10.8 mmol), 6-chloro-N-methyl-N-(2,2,6,6-tetramethylpiperidin-4-yl)pyridazin-3-amine (Intermediate 1-1, 2.55 g, 9.00 mmol), NaHCO3 (2.27 g, 27.0 mmol) and tetrakis(triphenylphosphine) palladium(0) (0.520 g, 0.450 mmol). Dioxane (45 mL) and water (15 mL) were added, and the reaction mixture was purged with nitrogen for 10 minutes. The reaction mixture was heated under microwave irradiation... Starting materials: O=C([O-])[O-], CN(C)C=O, CCCNC(=O)Nc1ccc(Oc2ncnc3cc(O)c(OC)cc23)cc1Cl, ClCc1ccncc1, Cl, [K+], [K+], O. Product: CCCNC(=O)Nc1ccc(Oc2ncnc3cc(OCc4ccncc4)c(OC)cc23)cc1Cl. RXN SMILES: [C:29](=[O:30])([O-:31])[O-:32].[CH3:45][N:46]([CH3:47])[CH:48]=[O:49].[Cl:1][c:2]1[c:3]([NH:22][C:23](=[O:24])[NH:25][CH2:26][CH2:27][CH3:28])[cH:4][cH:5][c:6]([O:8][c:9]2[n:10][cH:11][n:12][c:13]3[cH:14][c:15]([OH:21])[c:16]([O:19][CH3:20])[cH:17][c:18]23)[cH:7]1.[Cl:36][CH2:37][c:38]1[cH:39][cH:40][n:41][cH:42][cH:43]1.[ClH:35].[K+:33].[K+:34].[OH2:44]>>[Cl:1][c:2]1[c:3]([NH:22][C:23](=[O:24])[NH:25][CH2:26][CH2:27][CH3:28])[cH:4][cH:5][c:6]([O:8][c:9]2[n:10][cH:11][n:12][c:13]3[cH:14][c:15]([O:21][CH2:37][c:38]4[cH:39][cH:40][n:41][cH:42][cH:43]4)[c:16]([O:19][CH3:20])[cH:17][c:18]23)[cH:7]1.